From a dataset of the Open Reaction Database (ORD), a public repository of structured organic reaction records. describe an organic reaction: reactants, conditions, products, and yield Starting materials: CC(C)CC(NC(=O)OC(C)(C)C)C(=O)NCCCC(c1ccc(F)cc1)c1ccc(F)cc1, CCOCC, ClCCl, Cl, O=C(O)C(F)(F)F. Yields the product Cl, CC(C)CC(N)C(=O)NCCCC(c1ccc(F)cc1)c1ccc(F)cc1. RXN SMILES: [C:1]([O:2][C:3](=[O:4])[NH:7][CH:8]([CH2:9][CH:10]([CH3:11])[CH3:12])[C:13]([NH:14][CH2:15][CH2:16][CH2:17][CH:18]([c:19]1[cH:20][cH:21][c:22]([F:25])[cH:23][cH:24]1)[c:26]1[cH:27][cH:28][c:29]([F:32])[cH:30][cH:31]1)=[O:33])([CH3:5])([CH3:6])[CH3:34].[CH2:46]([O:47][CH2:48][CH3:49])[CH3:50].[Cl:43][CH2:44][Cl:45].[ClH:42].[OH:35][C:36]([C:37]([F:38])([F:39])[F:40])=[O:41]>>[ClH:42].[NH2:7][CH:8]([CH2:9][CH:10]([CH3:11])[CH3:12])[C:13]([NH:14][CH2:15][CH2:16][CH2:17][CH:18]([c:19]1[cH:20][cH:21][c:22]([F:25])[cH:23][cH:24]1)[c:26]1[cH:27][cH:28][c:29]([F:32])[cH:30][cH:31]1)=[O:33]. The reactants are C(C1=CC=CC=C1)OC1=CC=C(C=C1)C1=CC=C(C=C1)C(C)(C)NCCCN1C=NC=C1 (N-[1-(4′-Benzyloxybiphenyl-4-yl)-1-methylethyl]-3-(imidazol-1-yl)propylamine). The reagents and catalysts are [Pd] (palladium on charcoal). The solvent is IMS. The product is N1(C=NC=C1)CCCNC(C)(C)C1=CC=C(C=C1)C1=CC=C(C=C1)O (4′-{1-[3-(imidazol-1-yl)propylamino]-1-methylethyl}biphenyl-4-ol). As a reaction SMILES: C([O:8][C:9]1[CH:14]=[CH:13][C:12]([C:15]2[CH:20]=[CH:19][C:18]([C:21]([NH:24][CH2:25][CH2:26][CH2:27][N:28]3[CH:32]=[CH:31][N:30]=[CH:29]3)([CH3:23])[CH3:22])=[CH:17][CH:16]=2)=[CH:11][CH:10]=1)C1C=CC=CC=1>[Pd]>[N:28]1([CH2:27][CH2:26][CH2:25][NH:24][C:21]([C:18]2[CH:19]=[CH:20][C:15]([C:12]3[CH:11]=[CH:10][C:9]([OH:8])=[CH:14][CH:13]=3)=[CH:16][CH:17]=2)([CH3:23])[CH3:22])[CH:32]=[CH:31][N:30]=[CH:29]1. Procedure details: N-[1-(4′-Benzyloxybiphenyl-4-yl)-1-methylethyl]-3-(imidazol-1-yl)propylamine was hydrogenated, using palladium on charcoal as catalyst, in IMS at atmospheric pressure to give 4′-{1-[3-(imidazol-1-yl)propylamino]-1-methylethyl}biphenyl-4-ol, m.p. 178-180° C.